From a dataset of the Open Reaction Database (ORD), a public repository of structured organic reaction records. describe an organic reaction: reactants, conditions, products, and yield Starting materials: BrC1=C(N)C=CC=C1 (2-bromoaniline), IC1=NC2=CC=CC=C2C=C1 (iodoquinoline), N1=CC=CC2=CC=CC=C12 (Quinoline). Yields the product BrC=1C=CC=C2C(=CC=NC12)I (8-bromo-4-iodoquinoline). Reaction SMILES: [Br:1][C:2]1[CH:8]=[CH:7][CH:6]=[CH:5][C:3]=1[NH2:4].[I:9][C:10]1[CH:19]=[CH:18]C2C(=CC=CC=2)N=1.N1C2C(=CC=CC=2)C=CC=1>>[Br:1][C:2]1[CH:8]=[CH:7][CH:6]=[C:5]2[C:3]=1[N:4]=[CH:18][CH:19]=[C:10]2[I:9]. Reported procedure: 8-bromo-4-iodoquinoline 43a is synthesized from 2-bromoaniline using the same protocols as those described for the preparation of iodoquinoline fragment 1i in Example 1. Starting materials: O=C([O-])[O-], CN(C)C=O, O=C(CCCCl)NC1c2ccccc2C=Cc2ccccc21, Fc1ccc(N2CCNCC2)cc1, [I-], [K+], [K+], [Na+]. Product: O=C(CCCN1CCN(c2ccc(F)cc2)CC1)NC1c2ccccc2C=Cc2ccccc21. As a reaction SMILES: [C:38](=[O:39])([O-:40])[O-:41].[CH3:44][N:45]([CH3:46])[CH:47]=[O:48].[Cl:1][CH2:2][CH2:3][CH2:4][C:5](=[O:6])[NH:7][CH:8]1[c:9]2[c:10]([cH:19][cH:20][cH:21][cH:22]2)[CH:11]=[CH:12][c:13]2[c:14]1[cH:15][cH:16][cH:17][cH:18]2.[F:23][c:24]1[cH:25][cH:26][c:27]([N:30]2[CH2:31][CH2:32][NH:33][CH2:34][CH2:35]2)[cH:28][cH:29]1.[I-:37].[K+:42].[K+:43].[Na+:36]>>[CH2:2]([CH2:3][CH2:4][C:5](=[O:6])[NH:7][CH:8]1[c:9]2[c:10]([cH:19][cH:20][cH:21][cH:22]2)[CH:11]=[CH:12][c:13]2[c:14]1[cH:15][cH:16][cH:17][cH:18]2)[N:33]1[CH2:32][CH2:31][N:30]([c:27]2[cH:26][cH:25][c:24]([F:23])[cH:29][cH:28]2)[CH2:35][CH2:34]1. Reactants: ClC(=O)OC1=CC=C(C=C1)[N+](=O)[O-] (4-nitrophenyl chloroformate), C(C)(C)N(C(C)C)CC (N,N-diisopropylethylamine), CNC(CO)=O (N-methyl-2-hydroxyacetamide), C1(=CC=CC=C1)C1=CC=C(CN)C=C1 (4-phenylbenzylamine), C(C)(C)N(C(C)C)CC (N,N-diisopropylethylamine). The solvent is C(Cl)Cl (methylene chloride), C(Cl)Cl (methylene chloride). Conditions: time 45 minute. Product: C1(=CC=C(C=C1)CNC(OCC(=O)NC)=O)C1=CC=CC=C1 (2-(methylamino)-2-oxoethyl 1,1′-biphenyl-4-ylmethylcarbamate). As a reaction SMILES: [CH3:1][NH:2][C:3](=[O:6])[CH2:4][OH:5].Cl[C:8](OC1C=CC([N+]([O-])=O)=CC=1)=[O:9].C(N(CC)C(C)C)(C)C.[C:29]1([C:35]2[CH:42]=[CH:41][C:38]([CH2:39][NH2:40])=[CH:37][CH:36]=2)[CH:34]=[CH:33][CH:32]=[CH:31][CH:30]=1>C(Cl)Cl>[C:35]1([C:29]2[CH:30]=[CH:31][CH:32]=[CH:33][CH:34]=2)[CH:36]=[CH:37][C:38]([CH2:39][NH:40][C:8](=[O:9])[O:5][CH2:4][C:3]([NH:2][CH3:1])=[O:6])=[CH:41][CH:42]=1. Procedure: 0.1 g (0.97 mmol) of N-methyl-2-hydroxyacetamide is admixed dropwise at ambient temperature with a solution of 0.196 g (0.97 mmol) of 4-nitrophenyl chloroformate in 3 ml of methylene chloride and 0.166 ml (0.97 mmol) of N,N-diisopropylethylamine. The mixture is stirred at ambient temperature for 45 minutes and then a solution of 0.195 g (1.067 mmol) of 4-phenylbenzylamine in 3 ml of methylene chloride and 0.166 ml (0.97 mmol) of N,N-diisopropylethylamine is added dropwise at ambient temperature.... The reactants are C(=O)(Cl)Cl (phosgene), CCN(C(C)C)C(C)C (DIPEA), NC1=C(C=CC=C1)O (2-aminophenol), CC=1C(=NC=CC1)CN(C1CCNCC1)CC1=NC=CC=C1C (Bis-(3-methyl-pyridin-2-ylmethyl)-piperidin-4-yl-amine), CCN(C(C)C)C(C)C (DIPEA). Run in C1(=CC=CC=C1)C (toluene), C1(=CC=CC=C1)C (toluene). Reaction conditions: time 2 hour. The product is OC1=C(C=CC=C1)NC(=O)N1CCC(CC1)N(CC1=NC=CC=C1C)CC1=NC=CC=C1C (4-[bis-(3-methyl-pyridin-2-ylmethyl)-amino]-piperidine-1-carboxylic acid (2-hydroxy-phenyl)-amide). The yield is 24.0%. RXN SMILES: [CH3:1][C:2]1[C:3]([CH2:8][N:9]([CH2:16][C:17]2[C:22]([CH3:23])=[CH:21][CH:20]=[CH:19][N:18]=2)[CH:10]2[CH2:15][CH2:14][NH:13][CH2:12][CH2:11]2)=[N:4][CH:5]=[CH:6][CH:7]=1.CCN(C(C)C)C(C)C.[C:33](Cl)(Cl)=[O:34].[NH2:37][C:38]1[CH:43]=[CH:42][CH:41]=[CH:40][C:39]=1[OH:44]>C1(C)C=CC=CC=1>[OH:44][C:39]1[CH:40]=[CH:41][CH:42]=[CH:43][C:38]=1[NH:37][C:33]([N:13]1[CH2:14][CH2:15][CH:10]([N:9]([CH2:16][C:17]2[C:22]([CH3:23])=[CH:21][CH:20]=[CH:19][N:18]=2)[CH2:8][C:3]2[C:2]([CH3:1])=[CH:7][CH:6]=[CH:5][N:4]=2)[CH2:11][CH2:12]1)=[O:34]. Reported procedure: To a solution of COMPOUND 249 (0.1537 g, 0.50 mmol) in toluene (5 mL) was added DIPEA (0.17 mL, 1.00 mmol), and at 0° C. was added a 20% phosgene solution in toluene (0.27 mL, 0.59 mmol). The reaction was stirred at room temperature for 2 hours, then concentrated. The remaining solid was dissolved in DMF (5 mL), and DIPEA (0.17 mL, 1.00 mmol) and 2-aminophenol (0.2353 g, 2.50 mmol) were added, and stirred at room temperature for 20 hours. The mixture was concentrated, and saturated NaHCO3 (20 mL... The reactants are N1CCCCCC1 (hexahydroazepine), Cl(=O)(=O)(=O)[O-].CSC1=[S+]C=CS1 (2-methylthio-1,3-dithiolium perchlorate). Solvent: CC(=O)C.C(C)OCC (acetone ethyl ether). Yields the product Cl(=O)(=O)(=O)[O-].S1C(SC=C1)=[N+]1CCCCCC1 (1-(1,3-dithiol-2-ylidene)hexahydroazepinium perchlorate). Isolated yield 51.4%. As a reaction SMILES: [NH:1]1[CH2:7][CH2:6][CH2:5][CH2:4][CH2:3][CH2:2]1.[Cl:8]([O-:12])(=[O:11])(=[O:10])=[O:9].CS[C:15]1[S:19][CH:18]=[CH:17][S+:16]=1>CC(C)=O.C(OCC)C>[Cl:8]([O-:12])(=[O:11])(=[O:10])=[O:9].[S:16]1[CH:17]=[CH:18][S:19][C:15]1=[N+:1]1[CH2:7][CH2:6][CH2:5][CH2:4][CH2:3][CH2:2]1 |f:1.2,3.4,5.6|. Reported procedure: 0.25 g of hexahydroazepine and 0.5 g of 2-methylthio-1,3-dithiolium perchlorate were teated in the same manner as in Example 26, and the product was recrystallized from acetone-ethyl ether, whereby 0.31 g (yield: 52.0%) of 1-(1,3-dithiol-2-ylidene)hexahydroazepinium perchlorate (Compound No. 37) was obtained as crystals having a melting point of from 86° to 88° C. The reactants are BrC1=NC=C(C(=O)O)C=C1 (6-Bromonicotinic acid), S(=O)(Cl)Cl (thionyl chloride), CS(=O)(=O)NC=1C=C(CN)C=CC1 (3-methylsulphonylaminobenzylamine), C([O-])([O-])=O.[Na+].[Na+] (sodium carbonate). Run at time 4 hour. Yields the product ClC1=NC=C(C(=O)NCC2=CC(=CC=C2)NS(=O)(=O)C)C=C1 (6-chloro-N-(3-methylsulphonylaminobenzyl)nicotinamide). RXN SMILES: Br[C:2]1[CH:10]=[CH:9][C:5]([C:6]([OH:8])=O)=[CH:4][N:3]=1.[CH3:11][S:12]([NH:15][C:16]1[CH:17]=[C:18]([CH:21]=[CH:22][CH:23]=1)[CH2:19][NH2:20])(=[O:14])=[O:13].C(=O)([O-])[O-].[Na+].[Na+].S(Cl)([Cl:32])=O>>[Cl:32][C:2]1[CH:10]=[CH:9][C:5]([C:6]([NH:20][CH2:19][C:18]2[CH:21]=[CH:22][CH:23]=[C:16]([NH:15][S:12]([CH3:11])(=[O:14])=[O:13])[CH:17]=2)=[O:8])=[CH:4][N:3]=1 |f:2.3.4|. Procedure: 6-Bromonicotinic acid (200 mg, 0.99 mmol) was heated at reflux in thionyl chloride (2 ml) for 3 hrs. The reaction was allowed to cool to room temperature and the excess thionyl chloride evaporated under vacuum. The residue was dissolved in DCM (2 ml), 3-methylsulphonylaminobenzylamine (200 mg, 0.10 mmol) and sodium carbonate (500 mg) were added to the solution. The reaction was stirred at room temperature for 4 hrs, filtered and the filtrate reduced to dryness under vacuum to give 6-chloro-N-(3-... The reactants are O=C([O-])[O-], CC(=O)O, CCC1CC(Nc2ncc(C#N)s2)CC1c1nnc2cnc3c(ccn3S(=O)(=O)c3ccc(C)cc3)n12, C1COCCO1, CCO, [Na+], [Na+]. The product is CCC1CC(Nc2ncc(C#N)s2)CC1c1nnc2cnc3[nH]ccc3n12. As a reaction SMILES: [C:47](=[O:48])([O-:49])[O-:50].[C:53]([OH:54])(=[O:55])[CH3:56].[CH2:1]([CH3:2])[CH:3]1[CH2:4][CH:5]([NH:30][c:31]2[s:32][c:33]([C:36]#[N:37])[cH:34][n:35]2)[CH2:6][CH:7]1[c:8]1[n:9][n:10][c:11]2[n:12]1[c:13]1[c:14]([n:15][cH:16]2)[n:17]([S:20]([c:21]2[cH:22][cH:23][c:24]([CH3:25])[cH:26][cH:27]2)(=[O:28])=[O:29])[cH:18][cH:19]1.[CH2:38]1[O:39][CH2:40][CH2:41][O:42][CH2:43]1.[CH3:44][CH2:45][OH:46].[Na+:51].[Na+:52]>>[CH2:1]([CH3:2])[CH:3]1[CH2:4][CH:5]([NH:30][c:31]2[s:32][c:33]([C:36]#[N:37])[cH:34][n:35]2)[CH2:6][CH:7]1[c:8]1[n:9][n:10][c:11]2[n:12]1[c:13]1[c:14]([n:15][cH:16]2)[nH:17][cH:18][cH:19]1. Starting materials: NC1=CC=C(C=C1)CCC=1N=C(SC1CC1=CC=C(C=C1)S(=O)(=O)C)NC(C)=O (N-{4-[2-(4-Aminophenyl)ethyl]-5-[4-(methylsulfonyl)benzyl]-1,3-thiazol-2-yl}acetamide), I.C(C)(=N)SC (methyl ethanimidothioate hydroiodide). Solvent: CO (MeOH). Product: C(C)(=N)NC1=CC=C(C=C1)CCC=1N=C(SC1CC1=CC=C(C=C1)S(=O)(=O)C)NC(C)=O (N-{4-{2-[4-(ethanimidoylamino)phenyl]ethyl}-5-[4-(methylsulfonyl)benzyl]-1,3-thiazol-2-yl}acetamide). The yield is 46.7%. As a reaction SMILES: [NH2:1][C:2]1[CH:7]=[CH:6][C:5]([CH2:8][CH2:9][C:10]2[N:11]=[C:12]([NH:26][C:27](=[O:29])[CH3:28])[S:13][C:14]=2[CH2:15][C:16]2[CH:21]=[CH:20][C:19]([S:22]([CH3:25])(=[O:24])=[O:23])=[CH:18][CH:17]=2)=[CH:4][CH:3]=1.I.[C:31](SC)(=[NH:33])[CH3:32]>CO>[C:31]([NH:1][C:2]1[CH:3]=[CH:4][C:5]([CH2:8][CH2:9][C:10]2[N:11]=[C:12]([NH:26][C:27](=[O:29])[CH3:28])[S:13][C:14]=2[CH2:15][C:16]2[CH:21]=[CH:20][C:19]([S:22]([CH3:25])(=[O:24])=[O:23])=[CH:18][CH:17]=2)=[CH:6][CH:7]=1)(=[NH:33])[CH3:32] |f:1.2|. Procedure details: N-{4-[2-(4-Aminophenyl)ethyl]-5-[4-(methylsulfonyl)benzyl]-1,3-thiazol-2-yl}acetamide (200 mg), methyl ethanimidothioate hydroiodide (202 mg) and MeOH (4 ml) were combined under N2 atmosphere. The reaction mixture was refluxed for 3 hours. After cooled to room temperature, the mixture was concentrated in vacuo. The residue was purified by preparative NH silica gel chromatography with CHCl3/MeOH (10:1) as an eluent. The amorphous substance was solidified with ethyl ether to give N-{4-{2-[4-(ethan...